This data is from the Open Reaction Database (ORD), a public repository of structured organic reaction records. The task is: describe an organic reaction: reactants, conditions, products, and yield Reactants: C(C)N(CCN1C(=O)C(=O)C2=C(C=C(C=C12)I)C(F)(F)F)CC (1-(2-diethylaminoethyl)-4-trifluoromethyl-6-iodoisatin), C(C)OCC (diethyl ether), ClC1=C(C=CC(=C1)Cl)[Mg]I (2,4-dichlorophenyl magnesium iodide), CCOCC (ether). Run in C1(=CC=CC=C1)C (toluene). Reaction conditions: time 1 hour. Yields the product C(C)N(CCN1C(C(C2=C(C=C(C=C12)I)C(F)(F)F)(C1=C(C=C(C=C1)Cl)Cl)O)=O)CC ((2-Diethylaminoethyl)-4-trifluoromethyl-6-iodo-3-hydroxy-3-(2,4-dichlorophenyl)oxindole). The yield is 55.0%. RXN SMILES: [CH2:1]([N:3]([CH2:22][CH3:23])[CH2:4][CH2:5][N:6]1[C:16]2[C:11](=[C:12]([C:18]([F:21])([F:20])[F:19])[CH:13]=[C:14]([I:17])[CH:15]=2)[C:9](=[O:10])[C:7]1=[O:8])[CH3:2].C(OCC)C.[Cl:29][C:30]1[CH:35]=[C:34]([Cl:36])[CH:33]=[CH:32][C:31]=1[Mg]I>C1(C)C=CC=CC=1>[CH2:22]([N:3]([CH2:1][CH3:2])[CH2:4][CH2:5][N:6]1[C:16]2[C:11](=[C:12]([C:18]([F:20])([F:21])[F:19])[CH:13]=[C:14]([I:17])[CH:15]=2)[C:9]([OH:10])([C:33]2[CH:32]=[CH:31][C:30]([Cl:29])=[CH:35][C:34]=2[Cl:36])[C:7]1=[O:8])[CH3:23]. Procedure details: To a solution of 1-(2-diethylaminoethyl)-4-trifluoromethyl-6-iodoisatin (150 mg, 0.341 mmol) in a mixed solvent of diethyl ether (2 mL) and toluene (1 mL) was added dropwise a freshly prepared 0.794 N 2,4-dichlorophenyl magnesium iodide in ether (0.45 mL, 0.387 mmol) at room temperature. The mixture was stirred for 1 h at the same temperature and the reaction was quenched with aqueous NaHCO3. The mixture was extracted with ethyl acetate and the extracts were dried over MgSO4 and concentrated. Th... Reactants: COC1=CC=C2CC3=C(NC=4C=CC=CC34)C2=C1 (3-methoxy-5,10-dihydroindeno[1,2-b]indole), [OH-].[Na+] (sodium hydroxide), IC (iodomethane). The reagents and catalysts are [I-].C(CCC)[N+](CCCC)(CCCC)CCCC (tetrabutylammonium iodide). Solvent: C1=CC=CC=C1 (benzene), C1=CC=CC=C1 (benzene), O (H2O). Reaction conditions: temperature 40 celsius, time 16 hour. Product: COC1=CC=C2CC3=C(N(C=4C=CC=CC34)C)C2=C1 (3-methoxy-5-methyl-5,10-dihydroindeno[1,2-b]indole). Isolated yield 87.0%. Reaction SMILES: [CH3:1][O:2][C:3]1[CH:18]=[C:17]2[C:6]([CH2:7][C:8]3[C:16]4[CH:15]=[CH:14][CH:13]=[CH:12][C:11]=4[NH:10][C:9]=32)=[CH:5][CH:4]=1.[OH-].[Na+].I[CH3:22]>C1C=CC=CC=1.[I-].C([N+](CCCC)(CCCC)CCCC)CCC.O>[CH3:1][O:2][C:3]1[CH:18]=[C:17]2[C:6]([CH2:7][C:8]3[C:16]4[CH:15]=[CH:14][CH:13]=[CH:12][C:11]=4[N:10]([CH3:22])[C:9]=32)=[CH:5][CH:4]=1 |f:1.2,5.6|. Reported procedure: To a solution of 37a (592 mg, 2.52 mmol) in benzene (8 mL) was added aqueous sodium hydroxide (50% by mass, 4 mL), tetrabutylammonium iodide (82.7 mg, 0.22 mmol), and iodomethane (1.25 mL, 20.13 mmol). The reaction mixture was stirred vigorously at 40° C. for 16 hours and then at 55° C. for 2 additional hours. Upon cooling to room temperature, the mixture was diluted with benzene (20 mL) and H2O (20 mL), and the aqueous layer was extracted 2×15 mL ethyl acetate. Organic layers were combined, was... Reactants: Cc1ccccc1, NCc1ccccc1, O=C(c1ccc(F)cc1)C1CCN(S(=O)(=O)c2ccccc2)CC1, O=S(=O)(O)c1ccccc1. Product: O=S(=O)(c1ccccc1)N1CCC(C(=NCc2ccccc2)c2ccc(F)cc2)CC1. As a reaction SMILES: [CH3:43][c:44]1[cH:45][cH:46][cH:47][cH:48][cH:49]1.[NH2:25][CH2:26][c:27]1[cH:28][cH:29][cH:30][cH:31][cH:32]1.[c:1]1([S:7](=[O:8])(=[O:9])[N:10]2[CH2:11][CH2:12][CH:13]([C:16]([c:17]3[cH:18][cH:19][c:20]([F:23])[cH:21][cH:22]3)=[O:24])[CH2:14][CH2:15]2)[cH:2][cH:3][cH:4][cH:5][cH:6]1.[c:33]1([S:34]([OH:35])(=[O:36])=[O:37])[cH:38][cH:39][cH:40][cH:41][cH:42]1>>[c:1]1([S:7](=[O:8])(=[O:9])[N:10]2[CH2:11][CH2:12][CH:13]([C:16]([c:17]3[cH:18][cH:19][c:20]([F:23])[cH:21][cH:22]3)=[N:25][CH2:26][c:27]3[cH:28][cH:29][cH:30][cH:31][cH:32]3)[CH2:14][CH2:15]2)[cH:2][cH:3][cH:4][cH:5][cH:6]1. Reactants: BrC1=CC=C(C=C1)CN1N=C(C(=C(C1=O)C(=O)NCC(=O)O)O)C(C)C (N-{[2-[(4-Bromophenyl)methyl]-5-hydroxy-6-(1-methylethyl)-3-oxo-2,3-dihydro-4-pyridazinyl]carbonyl}glycine), N1=CC=C(C=C1)B(O)O (4-pyridinylboronic acid), C([O-])([O-])=O.[K+].[K+] (potassium carbonate), Cl (HCl). The reagents and catalysts are C=1C=CC(=CC1)[P](C=2C=CC=CC2)(C=3C=CC=CC3)[Pd]([P](C=4C=CC=CC4)(C=5C=CC=CC5)C=6C=CC=CC6)([P](C=7C=CC=CC7)(C=8C=CC=CC8)C=9C=CC=CC9)[P](C=1C=CC=CC1)(C=1C=CC=CC1)C=1C=CC=CC1 (tetrakis(triphenylphosphine)palladium). Run in O1CCOCC1 (1,4-Dioxane), O (Water), O (water). Product: OC1=C(C(N(N=C1C(C)C)CC1=CC=C(C=C1)C1=CC=NC=C1)=O)C(=O)NCC(=O)O (N-[(5-Hydroxy-6-(1-methylethyl)-3-oxo-2-{[4-(4-pyridinyl)phenyl]methyl}-2,3-dihydro-4-pyridazinyl)carbonyl]glycine). The yield is 27.7%. Reaction SMILES: Br[C:2]1[CH:7]=[CH:6][C:5]([CH2:8][N:9]2[C:14](=[O:15])[C:13]([C:16]([NH:18][CH2:19][C:20]([OH:22])=[O:21])=[O:17])=[C:12]([OH:23])[C:11]([CH:24]([CH3:26])[CH3:25])=[N:10]2)=[CH:4][CH:3]=1.[N:27]1[CH:32]=[CH:31][C:30](B(O)O)=[CH:29][CH:28]=1.C(=O)([O-])[O-].[K+].[K+].Cl>O1CCOCC1.O.C1C=CC([P]([Pd]([P](C2C=CC=CC=2)(C2C=CC=CC=2)C2C=CC=CC=2)([P](C2C=CC=CC=2)(C2C=CC=CC=2)C2C=CC=CC=2)[P](C2C=CC=CC=2)(C2C=CC=CC=2)C2C=CC=CC=2)(C2C=CC=CC=2)C2C=CC=CC=2)=CC=1>[OH:23][C:12]1[C:11]([CH:24]([CH3:26])[CH3:25])=[N:10][N:9]([CH2:8][C:5]2[CH:6]=[CH:7][C:2]([C:30]3[CH:31]=[CH:32][N:27]=[CH:28][CH:29]=3)=[CH:3][CH:4]=2)[C:14](=[O:15])[C:13]=1[C:16]([NH:18][CH2:19][C:20]([OH:22])=[O:21])=[O:17] |f:2.3.4,^1:53,55,74,93|. Reported procedure: To a 5 ml microwave tube was added N-{[2-[(4-bromophenyl)methyl]-5-hydroxy-6-(1-methylethyl)-3-oxo-2,3-dihydro-4-pyridazinyl]carbonyl}glycine (example 61, 40 mg, 0.094 mmol), 4-pyridinylboronic acid (14 mg, 0.10 mmol), potassium carbonate (40 mg, 0.290 mmol), and tetrakis(triphenylphosphine)palladium (0) (6 mg, 5 μmol) in 1,4-Dioxane (1.5 ml) and Water (0.500 ml). The mixture was irradiated at 100° C. for 20 minutes, diluted with water (5 ml), acidified with 1N HCl (2 ml), and extracted with eth... Reactants: Nc1c(F)cc(C(=O)N2CCN(Cc3ccc(C(O)(C(F)(F)F)C(F)(F)F)cc3)CC2)cc1F, C1COCCO1, O=C(Nc1ccncc1)Oc1ccccc1. Yields the product O=C(Nc1ccncc1)Nc1c(F)cc(C(=O)N2CCN(Cc3ccc(C(O)(C(F)(F)F)C(F)(F)F)cc3)CC2)cc1F. RXN SMILES: [NH2:1][c:2]1[c:3]([F:34])[cH:4][c:5]([C:9](=[O:10])[N:11]2[CH2:12][CH2:13][N:14]([CH2:17][c:18]3[cH:19][cH:20][c:21]([C:24]([C:25]([F:26])([F:27])[F:28])([C:29]([F:30])([F:31])[F:32])[OH:33])[cH:22][cH:23]3)[CH2:15][CH2:16]2)[cH:6][c:7]1[F:8].[O:51]1[CH2:52][CH2:53][O:54][CH2:55][CH2:56]1.[n:35]1[cH:36][cH:37][c:38]([NH:41][C:42]([O:43][c:45]2[cH:46][cH:47][cH:48][cH:49][cH:50]2)=[O:44])[cH:39][cH:40]1>>[NH:1]([c:2]1[c:3]([F:34])[cH:4][c:5]([C:9](=[O:10])[N:11]2[CH2:12][CH2:13][N:14]([CH2:17][c:18]3[cH:19][cH:20][c:21]([C:24]([C:25]([F:26])([F:27])[F:28])([C:29]([F:30])([F:31])[F:32])[OH:33])[cH:22][cH:23]3)[CH2:15][CH2:16]2)[cH:6][c:7]1[F:8])[C:42]([NH:41][c:38]1[cH:37][cH:36][n:35][cH:40][cH:39]1)=[O:43].